From a dataset of the Open Reaction Database (ORD), a public repository of structured organic reaction records. describe an organic reaction: reactants, conditions, products, and yield Reactants: C(C)OC(CC=1N=C(SC1)N)=O ((2-amino-thiazol-4-yl)-acetic acid ethyl ester), C(CCCCCCCCCCC)(=O)Cl (dodecanoyl chloride). The product is C(C)OC(CC=1N=C(SC1)NC(CCCCCCCCCCC)=O)=O ((2-Dodecanoylamino-thiazol-4-yl)-acetic acid ethyl ester). Reaction SMILES: [CH2:1]([O:3][C:4](=[O:12])[CH2:5][C:6]1[N:7]=[C:8]([NH2:11])[S:9][CH:10]=1)[CH3:2].[C:13](Cl)(=[O:25])[CH2:14][CH2:15][CH2:16][CH2:17][CH2:18][CH2:19][CH2:20][CH2:21][CH2:22][CH2:23][CH3:24]>>[CH2:1]([O:3][C:4](=[O:12])[CH2:5][C:6]1[N:7]=[C:8]([NH:11][C:13](=[O:25])[CH2:14][CH2:15][CH2:16][CH2:17][CH2:18][CH2:19][CH2:20][CH2:21][CH2:22][CH2:23][CH3:24])[S:9][CH:10]=1)[CH3:2]. Reported procedure: In a first step, (2-amino-thiazol-4-yl)-acetic acid ethyl ester is coupled to dodecanoyl chloride as described in the method of Example 334 to provide (2-Dodecanoylamino-thiazol-4-yl)-acetic acid ethyl ester as a crude solid. In a second step, the crude solid of (2-Dodecanoylamino-thiazol-4-yl)-acetic acid ethyl ester was deprotected using LiOH (2-fold excess) in THF/H2O to provide the title compound as a crude solid, which was used directly without further purification or characterization. Reactants: P(Cl)(Cl)(Cl)(Cl)Cl (phosphorus pentachloride), 128, C(C)N1C(N=C(NS1(=O)=O)OC)=O (6-ethyl-3-methoxy-6H-1,2,4,6-thiatriazin-5-one-1,1-dioxide), P(=O)(Cl)(Cl)Cl (phosphorus oxychloride). Product: 127.5, ClC1=NC(=NS(N1CC)(=O)=O)OC (5-chloro-6-ethyl-3-methoxy-6H-1,2,4,6-thiatriazine-1,1-dioxide). The yield is 91.0%. As a reaction SMILES: P(Cl)(Cl)(Cl)(Cl)Cl.[CH2:7]([N:9]1[S:14](=[O:16])(=[O:15])[NH:13][C:12]([O:17][CH3:18])=[N:11][C:10]1=O)[CH3:8].P(Cl)(Cl)([Cl:22])=O>>[Cl:22][C:10]1[N:9]([CH2:7][CH3:8])[S:14](=[O:16])(=[O:15])[N:13]=[C:12]([O:17][CH3:18])[N:11]=1. Procedure details: 154 parts of phosphorus pentachloride were added, in the course of 2 minutes, to a stirred mixture of 128 parts of 6-ethyl-3-methoxy-6H-1,2,4,6-thiatriazin-5-one-1,1-dioxide in 840 parts of phosphorus oxychloride, at 25° C. The reaction mixture was stirred under reflux for 51/2 hours and then concentrated under reduced pressure. The oil which remained was taken up in 300 parts of 1,2-dichloroethane and chromatographed over neutral alumina (activity I). The solution was then evaporated down, givi... Starting materials: C1(=CC=CC=C1)[C@H](C)N1[C@@H](C[C@H]2CCCC[C@H]12)C(=O)OCC ((2S,3aR,7aS)-Ethyl 1-((S)-1-phenylethyl)octahydro-1H-indole-2-carboxylate). The reagents and catalysts are [Pd] (palladium on carbon). Solvent: C(C)O (ethanol). Reaction conditions: temperature 60 celsius. Yields the product N1[C@@H](C[C@H]2CCCC[C@H]12)C(=O)OCC ((2S,3aR,7aS)-Ethyl octahydro-1H-indole-2-carboxylate). The yield is 109.2%. RXN SMILES: C1([C@@H]([N:9]2[C@@H:17]3[C@H:12]([CH2:13][CH2:14][CH2:15][CH2:16]3)[CH2:11][C@H:10]2[C:18]([O:20][CH2:21][CH3:22])=[O:19])C)C=CC=CC=1>[Pd].C(O)C>[NH:9]1[C@@H:17]2[C@H:12]([CH2:13][CH2:14][CH2:15][CH2:16]2)[CH2:11][C@H:10]1[C:18]([O:20][CH2:21][CH3:22])=[O:19]. Procedure details: 5% palladium on carbon (0.27 g) was added to a solution of (2S,3aR,7aS)-ethyl 1-((S)-1-phenylethyl)octahydro-1H-indole-2-carboxylate (15) (2.7 g) in ethanol (20 mL) and the mixture was heated at 60° C. under hydrogen (14.5 psi) atmosphere for NLT 3 hours. The catalyst was filtered and washed with fresh ethanol (15 mL). The combined filtrate was concentrated under vacuum to afford 1.93 g of (2S,3aR,7aS)-Ethyl octahydro-1H-indole-2-carboxylate (16) as a viscous oil. Starting materials: FC1(C(C2=CC=CC=C2C1F)=O)F (2,2,3-trifluoro-indanone), N (ammonia), [OH-].[Na+] (NaOH), [BH4-].[Na+] (NaBH4), Cl (HCl). Reagents/catalysts: CC([O-])C.[Ti+4].CC([O-])C.CC([O-])C.CC([O-])C (titanium isopropoxide). Solvent: CCO (EtOH), CCOCC (ether). Run at temperature 0 celsius, time 2 hour. Yields the product NC1C(C(C2=CC=CC=C12)F)(F)F (1-amino-2,2,3-trifluoro-indane). As a reaction SMILES: [F:1][C:2]1([F:13])[CH:10]([F:11])[C:9]2[C:4](=[CH:5][CH:6]=[CH:7][CH:8]=2)[C:3]1=O.[NH3:14].[BH4-].[Na+].Cl.[OH-].[Na+]>CCO.CC(C)[O-].[Ti+4].CC(C)[O-].CC(C)[O-].CC(C)[O-].CCOCC>[NH2:14][CH:3]1[C:4]2[C:9](=[CH:8][CH:7]=[CH:6][CH:5]=2)[CH:10]([F:11])[C:2]1([F:13])[F:1] |f:2.3,5.6,8.9.10.11.12|. Procedure details: A solution of 2,2,3-trifluoro-indanone (282 mg, 1.5 mmol), titanium isopropoxide (0.886 ml, 2.99 mmol) and ammonia (2M in EtOH, 2.5 ml) in EtOH was stirred for 5 hours. The mixture was cooled to 0° C. and NaBH4 (85 mg, 2.25 mmol) added. After stirring for 2 hours the mixture was left at room temperature overnight, then poured onto NH4OH (25%, 10 ml) and extracted with EtOAc. The organic phase was washed with water, dried, and evaporated to yield the crude product (205 mg) as a brown oil. This wa... Reactants: NC[C@@H]1CN(CC1)C(=O)OC(C)(C)C ((R)-3-aminomethyl-1-N-tert-butoxycarbonyl-pyrrolidine), BrC1=C(C=C(S1)C(=O)O)C (5-bromo-4-methyl-thiophene-2-carboxylic acid). Yields the product C(C)(C)(C)OC(=O)N1C[C@H](CC1)CNC(=O)C=1SC(=C(C1)C)Br ((R)-3-{[(5-bromo-4-methyl-thiophene-2-carbonyl)-amino]-methyl}-pyrrolidine-1-carboxylic acid tert-butyl ester). RXN SMILES: [NH2:1][CH2:2][C@H:3]1[CH2:7][CH2:6][N:5]([C:8]([O:10][C:11]([CH3:14])([CH3:13])[CH3:12])=[O:9])[CH2:4]1.[Br:15][C:16]1[S:20][C:19]([C:21](O)=[O:22])=[CH:18][C:17]=1[CH3:24]>>[C:11]([O:10][C:8]([N:5]1[CH2:6][CH2:7][C@H:3]([CH2:2][NH:1][C:21]([C:19]2[S:20][C:16]([Br:15])=[C:17]([CH3:24])[CH:18]=2)=[O:22])[CH2:4]1)=[O:9])([CH3:14])([CH3:13])[CH3:12]. Procedure: 57.1 Using general procedure E, (R)-3-aminomethyl-1-N-tert-butoxycarbonyl-pyrrolidine was coupled with 5-bromo-4-methyl-thiophene-2-carboxylic acid (prepared according to M. Nemec et al., Collection of Czechoslovak Chemical Communications, 1974, 39, 3527) to give (R)-3-{[(5-bromo-4-methyl-thiophene-2-carbonyl)-amino]-methyl}-pyrrolidine-1-carboxylic acid tert-butyl ester. White solid. MS 403.3 ([M−H]−) Starting materials: COc1ccc(N)cc1, CCOC(=O)c1c(C)nc2ccccc2c1O, Cc1ccccc1C. Yields the product COc1ccc(NC(=O)c2c(C)nc3ccccc3c2O)cc1. As a reaction SMILES: [CH3:18][O:19][c:20]1[cH:21][cH:22][c:23]([NH2:26])[cH:24][cH:25]1.[OH:1][c:2]1[c:3]([C:13]([O:15][CH2:14][CH3:16])=[O:17])[c:4]([CH3:12])[n:5][c:6]2[cH:7][cH:8][cH:9][cH:10][c:11]12.[c:27]1([CH3:28])[c:29]([CH3:30])[cH:31][cH:32][cH:33][cH:34]1>>[OH:1][c:2]1[c:3]([C:13](=[O:15])[NH:26][c:23]2[cH:22][cH:21][c:20]([O:19][CH3:18])[cH:25][cH:24]2)[c:4]([CH3:12])[n:5][c:6]2[cH:7][cH:8][cH:9][cH:10][c:11]12. The reactants are O1CCN(CC1)C=1C=C2C(=NC1)C1(CN2)CCOCC1 (6′-morpholino-1′,2,2′,3,5,6-hexahydrospiro[pyran-4,3′-pyrrolo[3,2-b]pyridine]), ClC1=C(C(=NC2=NC=CC=C12)C1=NC=CC=C1)C (4-chloro-3-methyl-2-(pyridin-2-yl)-1,8-naphthyridine), CC(C)([O-])C.[Na+] (sodium tert-butoxide). The reagents and catalysts are CC(C)C1=CC(=C(C(=C1)C(C)C)C2=CC=CC=C2P(C3CCCCC3)C4CCCCC4)C(C)C.C1=CC=C([C-]=C1)CCN.Cl[Pd+] (XPhos precatalyst). The solvent is C1(=CC=CC=C1)C (toluene). The product is CC=1C(=NC2=NC=CC=C2C1N1CC2(C3=NC=C(C=C31)N3CCOCC3)CCOCC2)C2=NC=CC=C2 (1′-(3-methyl-2-(pyridin-2-yl)-1,8-naphthyridin-4-yl)-6′-morpholino-1′,2,2′,3,5,6-hexahydrospiro[pyran-4,3′-pyrrolo[3,2-b]pyridine]). Reaction SMILES: [O:1]1[CH2:6][CH2:5][N:4]([C:7]2[CH:8]=[C:9]3[NH:15][CH2:14][C:13]4([CH2:20][CH2:19][O:18][CH2:17][CH2:16]4)[C:10]3=[N:11][CH:12]=2)[CH2:3][CH2:2]1.Cl[C:22]1[C:31]2[C:26](=[N:27][CH:28]=[CH:29][CH:30]=2)[N:25]=[C:24]([C:32]2[CH:37]=[CH:36][CH:35]=[CH:34][N:33]=2)[C:23]=1[CH3:38].CC(C)([O-])C.[Na+]>CC(C1C=C(C(C)C)C(C2C(P(C3CCCCC3)C3CCCCC3)=CC=CC=2)=C(C(C)C)C=1)C.C1C=[C-]C(CCN)=CC=1.Cl[Pd+].C1(C)C=CC=CC=1>[CH3:38][C:23]1[C:24]([C:32]2[CH:37]=[CH:36][CH:35]=[CH:34][N:33]=2)=[N:25][C:26]2[C:31]([C:22]=1[N:15]1[C:9]3[C:10](=[N:11][CH:12]=[C:7]([N:4]4[CH2:5][CH2:6][O:1][CH2:2][CH2:3]4)[CH:8]=3)[C:13]3([CH2:20][CH2:19][O:18][CH2:17][CH2:16]3)[CH2:14]1)=[CH:30][CH:29]=[CH:28][N:27]=2 |f:2.3,4.5.6|. Reported procedure: Prepared according to procedure Y by using 6′-morpholino-1′,2,2′,3,5,6-hexahydrospiro[pyran-4,3′-pyrrolo[3,2-b]pyridine] (70 mg, 0.254 mmol), 4-chloro-3-methyl-2-(pyridin-2-yl)-1,8-naphthyridine (65.0 mg, 0.25 mmol), sodium tert-butoxide (48.9 mg, 0.51 mmol) and XPhos precatalyst (18.7 mg, 0.025 mmol) in toluene (5 mL) for 2 h at 100° C. Purification by reverse phase HPLC (10 to 60% acetonitrile in water) gave 1′-(3-methyl-2-(pyridin-2-yl)-1,8-naphthyridin-4-yl)-6′-morpholino-1′,2,2′,3,5,6-hexah...